This data is from the Open Reaction Database (ORD), a public repository of structured organic reaction records. The task is: describe an organic reaction: reactants, conditions, products, and yield Reactants: C(=O)NC1=NC(=NC=C1)C(C(=O)NC1[C@@H]2N(C(=C(CS2)C(CCNC(=O)OC(C)(C)C)SC2=NN=NN2)C(=O)O)C1=O)=NOC1=CC=CC=C1 (7-[2-(4-formamidopyrimidin-2-yl)-2-phenoxyiminoacetamido]-3-[1-(2-tert-butoxycarbonylaminoethyl)-1H-tetrazol-5-ylthiomethyl]-3-cephem-4-carboxylic acid). Run in C(=O)O (formic acid). Reaction conditions: time 4 hour. Product: C(=O)NC1=NC(=NC=C1)C(C(=O)NC1[C@@H]2N(C(=C(CS2)C(CCN)SC2=NN=NN2)C(=O)O)C1=O)=NOC1=CC=CC=C1 (7-[2-(4-formamidopyrimidin-2-yl)-2-phenoxyiminoacetamido]3-[1-(2-aminoethyl)-1H-tetrazol-5-ylthiomethyl]-3-cephem-4-carboxylic acid). RXN SMILES: [CH:1]([NH:3][C:4]1[CH:9]=[CH:8][N:7]=[C:6]([C:10](=[N:43][O:44][C:45]2[CH:50]=[CH:49][CH:48]=[CH:47][CH:46]=2)[C:11]([NH:13][CH:14]2[C:41](=[O:42])[N:16]3[C:17]([C:38]([OH:40])=[O:39])=[C:18]([CH:21]([S:32][C:33]4[NH:37][N:36]=[N:35][N:34]=4)[CH2:22][CH2:23][NH:24]C(OC(C)(C)C)=O)[CH2:19][S:20][C@H:15]23)=[O:12])[N:5]=1)=[O:2]>C(O)=O>[CH:1]([NH:3][C:4]1[CH:9]=[CH:8][N:7]=[C:6]([C:10](=[N:43][O:44][C:45]2[CH:50]=[CH:49][CH:48]=[CH:47][CH:46]=2)[C:11]([NH:13][CH:14]2[C:41](=[O:42])[N:16]3[C:17]([C:38]([OH:40])=[O:39])=[C:18]([CH:21]([S:32][C:33]4[NH:37][N:36]=[N:35][N:34]=4)[CH2:22][CH2:23][NH2:24])[CH2:19][S:20][C@H:15]23)=[O:12])[N:5]=1)=[O:2]. Reported procedure: To 7-[2-(4-formamidopyrimidin-2-yl)-2-phenoxyiminoacetamido]-3-[1-(2-tert-butoxycarbonylaminoethyl)-1H-tetrazol-5-ylthiomethyl]-3-cephem-4-carboxylic acid (syn isomer) (1.7 g) was added formic acid (17 ml) and the solution was stirred at ambient temperature for 4 hours. After the reaction mixture was evaporated, the residue was pulverized with ethyl acetate to give a brown powder (1.5 g) of formic acid salt of 7-[2-(4-formamidopyrimidin-2-yl)-2-phenoxyiminoacetamido]3-[1-(2-aminoethyl)-1H-tetraz... Reactants: FC1=C(C=CC(=C1)[N+](=O)[O-])C1=CC=C(C=C1)C(CCC(=O)O)=O (4-(2'-fluoro-4'-nitro-4-biphenylyl)-4-oxo-butyric acid), Cl (hydrochloride). The product is FC1=C(C=CC(=C1)N)C1=CC=C(C=C1)CCCC(=O)O (4-(2'-Fluoro-4'-amino-4-biphenylyl)-butyric acid). RXN SMILES: [F:1][C:2]1[CH:7]=[C:6]([N+:8]([O-])=O)[CH:5]=[CH:4][C:3]=1[C:11]1[CH:16]=[CH:15][C:14]([C:17](=O)[CH2:18][CH2:19][C:20]([OH:22])=[O:21])=[CH:13][CH:12]=1.Cl>>[F:1][C:2]1[CH:7]=[C:6]([NH2:8])[CH:5]=[CH:4][C:3]=1[C:11]1[CH:16]=[CH:15][C:14]([CH2:17][CH2:18][CH2:19][C:20]([OH:22])=[O:21])=[CH:13][CH:12]=1. Procedure: Prepared analogous to Example 7 from 4-(2'-fluoro-4'-nitro-4-biphenylyl)-4-oxo-butyric acid. Melting point of the hydrochloride: 170° C. (decomp.). C. C.